Dataset: the Open Reaction Database (ORD), a public repository of structured organic reaction records. Task: describe an organic reaction: reactants, conditions, products, and yield The reactants are [OH-].[Na+] (sodium hydroxide), FC1=C(C=C(C=C1)[N+](=O)[O-])CS(=O)(=O)C (1-fluoro-2-[(methylsulfonyl)methyl]-4-nitrobenzene). The reagents and catalysts are [Cl-].[Cl-].[Ti+2] (titanous chloride). The solvent is Cl (hydrochloric acid), C1CCOC1 (THF). Reaction conditions: time 16 hour. Product: FC1=C(C=C(N)C=C1)CS(=O)(=O)C (4-Fluoro-3-[(methylsulfonyl)methyl]aniline). The yield is 116.9%. As a reaction SMILES: [F:1][C:2]1[CH:7]=[CH:6][C:5]([N+:8]([O-])=O)=[CH:4][C:3]=1[CH2:11][S:12]([CH3:15])(=[O:14])=[O:13].[OH-].[Na+]>Cl.C1COCC1.[Cl-].[Cl-].[Ti+2]>[F:1][C:2]1[CH:7]=[CH:6][C:5]([NH2:8])=[CH:4][C:3]=1[CH2:11][S:12]([CH3:15])(=[O:14])=[O:13] |f:1.2,5.6.7|. Procedure details: A solution of titanous chloride (about 15%) in about 10% hydrochloric acid (MERCK (MDA) INCL SCHUCHARDT, 71.5 mL) was added to a stirred solution of 1-fluoro-2-[(methylsulfonyl)methyl]-4-nitrobenzene (1.61 g) in THF (80 mL) at room temperature and stirred for 16 hours. By adding 1N sodium hydroxide solution the pH value of the reaction mixture was raised to 10 before it was extracted with ethyl acetate (2×). The combined organic phases were washed with brine, dried over sodium sulfate and concen... Procedure: To a solution of 5-cyano-7-azaindole XXX (50 mg, 0.35 mmol) in ethanol (10 ml), 10% aqueous potassium hydroxide (15 ml) was added. The reaction was heated at 90° C. for two days after which the reaction was allowed to cool to room temperature. The pH was adjusted to 6 with 10% HCl and diluted with ethyl acetate (100 ml). The layers were separated and the aqueous layer was extracted with ethyl acetate (4×, 75 ml). The organic layers were combined and washed once with brine (100 ml) before drying ... Solvent: C(C)O (ethanol), [OH-].[K+] (potassium hydroxide). The reactants are C(#N)C=1C=C2C=CNC2=NC1 (5-cyano-7-azaindole), C(C)(=O)OCC (ethyl acetate), Cl (HCl). Conditions: temperature 90 celsius. RXN SMILES: C(C1[CH:4]=[C:5]2[C:9](=[N:10][CH:11]=1)[NH:8][CH:7]=[CH:6]2)#N.Cl.[C:13]([O:16]CC)(=[O:15])[CH3:14]>C(O)C.[OH-].[K+]>[NH:8]1[C:9]2[C:5](=[CH:4][C:14]([C:13]([OH:16])=[O:15])=[CH:11][N:10]=2)[CH:6]=[CH:7]1 |f:4.5|. Product: N1C=CC2=CC(=CN=C12)C(=O)O (7-Azaindole-5-carboxylic acid).